From a dataset of the Open Reaction Database (ORD), a public repository of structured organic reaction records. describe an organic reaction: reactants, conditions, products, and yield Starting materials: [OH-].[Na+] (sodium hydroxide), N1(CCCCC1)CCCC1CCN(CC1)CC(=O)O (4-[3-(1-piperidinyl)-propyl]piperidinoacetic acid), [H-].[Na+] (sodium hydride), ice, [Na] (sodium), N1=CC=CC2=C1NC1=C(C(N2)=O)C=CC=C1 (5,11-dihydro-6H-pyrido[2,3-b][1,4]benzodiazepin- 6-one), [H][H] (hydrogen), P(=O)(Cl)(Cl)Cl (phosphorus oxychloride). Run in paraffin, CN(C=O)C (dimethylformamide). Run at temperature 0 celsius, time 20 hour. Yields the product N1(CCCCC1)CCCC1CCN(CC1)CC(=O)N1C2=C(NC(C3=C1C=CC=C3)=O)C=CC=N2 (5,11-Dihydro-11-[[4-[3-(1-piperidinyl)propyl]-1-piperidinyl]acetyl]- 6H-pyrido[2,3-b][1,4]benzodiazepin-6-one). RXN SMILES: [N:1]1([CH2:7][CH2:8][CH2:9][CH:10]2[CH2:15][CH2:14][N:13]([CH2:16][C:17]([OH:19])=O)[CH2:12][CH2:11]2)[CH2:6][CH2:5][CH2:4][CH2:3][CH2:2]1.[H-].[Na+].[H][H].[Na].[N:25]1[C:30]2[NH:31][C:32]3[CH:40]=[CH:39][CH:38]=[CH:37][C:33]=3[C:34](=[O:36])[NH:35][C:29]=2[CH:28]=[CH:27][CH:26]=1.P(Cl)(Cl)(Cl)=O.[OH-].[Na+]>CN(C)C=O>[N:1]1([CH2:7][CH2:8][CH2:9][CH:10]2[CH2:11][CH2:12][N:13]([CH2:16][C:17]([N:31]3[C:32]4[CH:40]=[CH:39][CH:38]=[CH:37][C:33]=4[C:34](=[O:36])[NH:35][C:29]4[CH:28]=[CH:27][CH:26]=[N:25][C:30]3=4)=[O:19])[CH2:14][CH2:15]2)[CH2:2][CH2:3][CH2:4][CH2:5][CH2:6]1 |f:1.2,7.8,^1:23|. Procedure: A mixture of 16.90 g (0.063 mol) of 4-[3-(1-piperidinyl)-propyl]piperidinoacetic acid and 2.0 g of a 75% sodium hydride dispersion in paraffin oil is heated in 160 ml of dimethylformamide at 50°-80° C. until the development of hydrogen has ended. To the resulting sodium salt of the above-mentioned acid are added 13.0 g (0.062 mol) of 5,11-dihydro-6H-pyrido[2,3-b][1,4]benzodiazepin- 6-one and at -10° C. 9.8 g (0.064 mol) of phosphorus oxychloride are added dropwise within 10 minutes. The resultin... Reactants: FC=1C=CC(=C(C1)CC(=O)O)C(F)(F)F (5-fluoro-2-(trifluoromethyl)phenylacetic acid), CN1CCOCC1 (N-methylmorpholine), ON1N=NC2=C1C=CC=C2 (1-hydroxybenzotriazole), NC=1C=C(C=NC1)C(=O)C1=CN(C=2N=CN=CC21)C ((5-aminopyridin-3-yl)(7-methyl-7H-pyrrolo[2,3-d]pyrimidin-5-yl)methanone). Run in Cl.CN(CCCN=C=NCC)C (1-(3-Dimethylaminopropyl)-3-ethylcarbodiimide HCl). Conditions: temperature 50 celsius, time 2 hour. Product: FC=1C=CC(=C(C1)CC(=O)NC=1C=NC=C(C1)C(=O)C1=CN(C=2N=CN=CC21)C)C(F)(F)F (2-[5-Fluoro-2-(trifluoromethyl)phenyl]-N-{5-[(7-methyl-7H-pyrrolo[2,3-d]pyrimidin-5-yl)carbonyl]pyridin-3-yl}acetamide). RXN SMILES: [F:1][C:2]1[CH:3]=[CH:4][C:5]([C:12]([F:15])([F:14])[F:13])=[C:6]([CH2:8][C:9]([OH:11])=O)[CH:7]=1.CN1CCOCC1.ON1C2C=CC=CC=2N=N1.[NH2:33][C:34]1[CH:35]=[C:36]([C:40]([C:42]2[C:50]3[CH:49]=[N:48][CH:47]=[N:46][C:45]=3[N:44]([CH3:51])[CH:43]=2)=[O:41])[CH:37]=[N:38][CH:39]=1>Cl.CN(C)CCCN=C=NCC>[F:1][C:2]1[CH:3]=[CH:4][C:5]([C:12]([F:15])([F:14])[F:13])=[C:6]([CH2:8][C:9]([NH:33][C:34]2[CH:39]=[N:38][CH:37]=[C:36]([C:40]([C:42]3[C:50]4[CH:49]=[N:48][CH:47]=[N:46][C:45]=4[N:44]([CH3:51])[CH:43]=3)=[O:41])[CH:35]=2)=[O:11])[CH:7]=1 |f:4.5|. Procedure details: 1-(3-Dimethylaminopropyl)-3-ethylcarbodiimide HCl (150 μL, 0.5M in DMF) was added to 5-fluoro-2-(trifluoromethyl)phenylacetic acid (90 μmol), N-methylmorpholine (25 μL, 150 μmol), 1-hydroxybenzotriazole (15 μmol, 0.05M in DMF) and (5-aminopyridin-3-yl)(7-methyl-7H-pyrrolo[2,3-d]pyrimidin-5-yl)methanone (Preparation 110, 75 μmol, 0.25 M in DMF). The mixture was stirred at 50° C. for 2 hours and then evaporated in vacuo and purified by prep-HPLC (method 4) to afford the title compound. The reactants are Fc1cccnc1Br, CCCC[Sn](Cl)(CCCC)CCCC, C1CCOC1, [Li]CCCC. Product: CCCC[Sn](CCCC)(CCCC)c1ncccc1F. RXN SMILES: [Br:1][c:2]1[n:3][cH:4][cH:5][cH:6][c:7]1[F:8].[CH2:14]([CH2:15][CH2:16][CH3:17])[Sn:18]([CH2:19][CH2:20][CH2:21][CH3:22])([CH2:23][CH2:24][CH2:25][CH3:26])[Cl:27].[CH2:28]1[O:29][CH2:30][CH2:31][CH2:32]1.[CH2:9]([Li:10])[CH2:11][CH2:12][CH3:13]>>[c:2]1([Sn:18]([CH2:14][CH2:15][CH2:16][CH3:17])([CH2:19][CH2:20][CH2:21][CH3:22])[CH2:23][CH2:24][CH2:25][CH3:26])[n:3][cH:4][cH:5][cH:6][c:7]1[F:8]. Reactants: C(C)(=O)O.FC1=CN=C(S1)C(N)=N (5-fluorothiazole-2-carboximidamide acetate), ClC1=C(C=O)C=CC(=C1)F (2-chloro-4-fluorobenzaldehyde), O=C(CC(=O)OCC)C (ethyl 3-oxobutanoate). Product: ClC1=C(C=CC(=C1)F)C1N=C(NC(=C1C(=O)OCC)C)C=1SC(=CN1)F (Ethyl 4-(2-chloro-4-fluorophenyl)-2-(5-fluorothiazol-2-yl)-6-methyl-1,4-dihydropyrimidine-5-carboxylate). Isolated yield 39.9%. RXN SMILES: C(O)(=O)C.[F:5][C:6]1[S:10][C:9]([C:11](=[NH:13])[NH2:12])=[N:8][CH:7]=1.[Cl:14][C:15]1[CH:22]=[C:21]([F:23])[CH:20]=[CH:19][C:16]=1[CH:17]=O.O=[C:25]([CH3:32])[CH2:26][C:27]([O:29][CH2:30][CH3:31])=[O:28]>>[Cl:14][C:15]1[CH:22]=[C:21]([F:23])[CH:20]=[CH:19][C:16]=1[CH:17]1[C:26]([C:27]([O:29][CH2:30][CH3:31])=[O:28])=[C:25]([CH3:32])[NH:12][C:11]([C:9]2[S:10][C:6]([F:5])=[CH:7][N:8]=2)=[N:13]1 |f:0.1|. Reported procedure: 5-fluorothiazole-2-carboximidamide acetate (0.22 g, 1.07 mmol) was reacted with 2-chloro-4-fluorobenzaldehyde (0.17 g, 1.07 mmol) and ethyl 3-oxobutanoate (0.14 g, 1.07 mmol) according to the procedure as described in Example 1, Step A to give the title compound as a yellow solid (0.17 g, 39%). The compound was characterized by the following spectroscopic data: Yields the product CCOC(=O)C(=O)CC1CC1. As a reaction SMILES: [CH3:24][C:25]#[N:26].[CH:1]1([CH2:4][C:5]2([C:11](=[O:12])[O:13][CH2:14][CH3:15])[S:6][CH2:7][CH2:8][CH2:9][S:10]2)[CH2:2][CH2:3]1.[O:16]=[C:17]1[N:18]([Br:19])[C:20](=[O:21])[CH2:22][CH2:23]1.[OH2:27]>>[CH:1]1([CH2:4][C:5]([C:11](=[O:12])[O:13][CH2:14][CH3:15])=[O:16])[CH2:2][CH2:3]1. Starting materials: CC#N, CCOC(=O)C1(CC2CC2)SCCCS1, O=C1CCC(=O)N1Br, O. Reactants: C(C)(=O)C=1C(=CC2=C(CCCCC2)C1CC=C)O (2-Acetyl-1-allyl-3-hydroxy-6,7,8,9-tetrahydro-[5H]-benzocycloheptene). Reagents/catalysts: [Pd] (palladium on carbon). Run in C(C)O (ethanol). Yields the product C(C)(=O)C=1C(=CC2=C(CCCCC2)C1CCC)O (2-Acetyl-3-hydroxy-1-propyl-6,7,8,9-tetrahydro-[5H]-benzocycloheptene). Reaction SMILES: [C:1]([C:4]1[C:5]([OH:18])=[CH:6][C:7]2[CH2:13][CH2:12][CH2:11][CH2:10][CH2:9][C:8]=2[C:14]=1[CH2:15][CH:16]=[CH2:17])(=[O:3])[CH3:2]>C(O)C.[Pd]>[C:1]([C:4]1[C:5]([OH:18])=[CH:6][C:7]2[CH2:13][CH2:12][CH2:11][CH2:10][CH2:9][C:8]=2[C:14]=1[CH2:15][CH2:16][CH3:17])(=[O:3])[CH3:2]. Procedure details: The product from step (b) (12 gm) was dissolved in ethanol (150 ml) and reduced with 5% palladium on carbon (1.2 gm) under an atmosphere of hydrogen (45 psi). The catalyst was removed by filtration and the ethanol was removed in vacuo to yield the product as a brown mobile oil. Wt 11.5 gm. The reactants are O=C1OCCN1C1(CC1)C1=CC=C(C(=O)OC)C=C1 (methyl 4-[1-(2-oxooxazolidin-3-yl)cyclopropyl]benzoate), CC=1C(=NC=C(C1)C)N1CCNCC1 (1-(3,5-dimethylpyridin-2-yl)piperazine). The product is CC=1C(=NC=C(C1)C)N1CCN(CC1)C(=O)C1=CC=C(C=C1)C1(CC1)N1C(OCC1)=O (3-(1-{4-[4-(3,5-dimethylpyridin-2-yl)piperazine-1-carbonyl]phenyl}cyclopropyl)oxazolidin-2-one). Yield: 67.0%. RXN SMILES: [O:1]=[C:2]1[N:6]([C:7]2([C:10]3[CH:19]=[CH:18][C:13]([C:14]([O:16]C)=O)=[CH:12][CH:11]=3)[CH2:9][CH2:8]2)[CH2:5][CH2:4][O:3]1.[CH3:20][C:21]1[C:22]([N:28]2[CH2:33][CH2:32][NH:31][CH2:30][CH2:29]2)=[N:23][CH:24]=[C:25]([CH3:27])[CH:26]=1>>[CH3:20][C:21]1[C:22]([N:28]2[CH2:29][CH2:30][N:31]([C:14]([C:13]3[CH:12]=[CH:11][C:10]([C:7]4([N:6]5[CH2:5][CH2:4][O:3][C:2]5=[O:1])[CH2:8][CH2:9]4)=[CH:19][CH:18]=3)=[O:16])[CH2:32][CH2:33]2)=[N:23][CH:24]=[C:25]([CH3:27])[CH:26]=1. Procedure: Using methyl 4-[1-(2-oxooxazolidin-3-yl)cyclopropyl]benzoate (52 mg) described in Preparation Example 69 and 1-(3,5-dimethylpyridin-2-yl)piperazine (38 mg) described in Preparation Example 79 and by the reaction and treatment in the same manner as in Example 109, the title compound (56 mg) was obtained. Starting materials: C(C1=CC=CC=C1)OC1=CC=C(CCl)C=C1 (4-benzyloxy-benzyl chloride), O (water), CC(C)(C)[O-].[K+] (potassium tert-butylate), ClC=1C(=NC=NC1)N (5-chloro-pyrimidin-4-ylamine). Solvent: C(C)(C)(C)O (tert-butanol), C(C)(C)(C)O (tert-butanol). Reaction conditions: time 1 hour. Yields the product C(C1=CC=CC=C1)OC1=CC=C(CNC2=NC=NC=C2Cl)C=C1 ((4-Benzyloxy-benzyl)-(5-chloro-pyrimidin-4-yl)-amine). Isolated yield 35.7%. As a reaction SMILES: CC([O-])(C)C.[K+].[Cl:7][C:8]1[C:9]([NH2:14])=[N:10][CH:11]=[N:12][CH:13]=1.[CH2:15]([O:22][C:23]1[CH:30]=[CH:29][C:26]([CH2:27]Cl)=[CH:25][CH:24]=1)[C:16]1[CH:21]=[CH:20][CH:19]=[CH:18][CH:17]=1.O>C(O)(C)(C)C>[CH2:15]([O:22][C:23]1[CH:24]=[CH:25][C:26]([CH2:27][NH:14][C:9]2[C:8]([Cl:7])=[CH:13][N:12]=[CH:11][N:10]=2)=[CH:29][CH:30]=1)[C:16]1[CH:17]=[CH:18][CH:19]=[CH:20][CH:21]=1 |f:0.1|. Procedure details: 2.1 g (19 mmol) of potassium tert-butylate are added to a suspension of 2.2 g (17.2 mmol) of 5-chloro-pyrimidin-4-ylamine in tert-butanol (50 ml) and the temperature is kept at 60° C. After stirring for 1 h, a solution of 4.1 g (17.2 mmol) of 4-benzyloxy-benzyl chloride in tert-butanol (40 ml) is added dropwise and the reaction mixture is stirred at this temperature for 1 h. The reaction mixture is cooled to room temperature and poured into water (300 ml). The precipitate is filtered off and the... The reactants are CN(C)C=O, O=C1CCC(=O)O1, c1cnc(N2CCNCC2)nc1. Product: O=C(O)CCC(=O)N1CCN(c2ncccn2)CC1. As a reaction SMILES: [CH3:20][N:21]([CH3:22])[CH:23]=[O:24].[O:13]=[C:14]1[CH2:15][CH2:16][C:17](=[O:18])[O:19]1.[n:1]1[c:2]([N:7]2[CH2:8][CH2:9][NH:10][CH2:11][CH2:12]2)[n:3][cH:4][cH:5][cH:6]1>>[n:1]1[c:2]([N:7]2[CH2:8][CH2:9][N:10]([C:17]([CH2:16][CH2:15][C:14](=[O:13])[OH:19])=[O:18])[CH2:11][CH2:12]2)[n:3][cH:4][cH:5][cH:6]1. Starting materials: CC1(CCC2=C3C(OC(OC3=C(C(=C2O1)C)C)CCC)CCC)CCCC(CCCC(CCCC(C)C)C)C (7,9,10-trimethyl-2,4-dipropyl-7-(4,8,12-trimethyl-tridecyl)-4,5,6,7-tetrahydro-1,3,8-trioxa-phenanthrene). Reagents/catalysts: [Pd] (Pd/C), OS(=O)(=O)O (H2SO4). The solvent is C(Cl)Cl (DCM), CC(=O)O (AcOH). Yields the product C(CCC)C1=C2CC[C@](OC2=C(C(=C1O)C)C)(CCC[C@@H](CCC[C@@H](CCCC(C)C)C)C)C ((R,R,R)-5-butyl-2,7,8-trimethyl-2-(4,8,12-trimethyl-tridecyl)-chroman-6-ol). Isolated yield 105.3%. Reaction SMILES: [CH3:1][C:2]1([CH2:24][CH2:25][CH2:26][CH:27]([CH3:39])[CH2:28][CH2:29][CH2:30][CH:31]([CH3:38])[CH2:32][CH2:33][CH2:34][CH:35]([CH3:37])[CH3:36])[O:15][C:14]2[C:5](=[C:6]3[C:11](=[C:12]([CH3:17])[C:13]=2[CH3:16])[O:10]C(CCC)O[CH:7]3[CH2:21][CH2:22][CH3:23])[CH2:4][CH2:3]1>CC(O)=O.OS(O)(=O)=O.C(Cl)Cl.[Pd]>[CH2:7]([C:6]1[C:11]([OH:10])=[C:12]([CH3:17])[C:13]([CH3:16])=[C:14]2[C:5]=1[CH2:4][CH2:3][C@@:2]([CH3:1])([CH2:24][CH2:25][CH2:26][C@H:27]([CH3:39])[CH2:28][CH2:29][CH2:30][C@H:31]([CH3:38])[CH2:32][CH2:33][CH2:34][CH:35]([CH3:37])[CH3:36])[O:15]2)[CH2:21][CH2:22][CH3:23]. Procedure details: A solution of 7,9,10-trimethyl-2,4-dipropyl-7-(4,8,12-trimethyl-tridecyl)-4,5,6,7-tetrahydro-1,3,8-trioxa-phenanthrene (Ex-1C-2) (180 mg of crude material form above) in AcOH (10 mL) and conc. H2SO4 (10 drops) was hydrogenated (H2, 50 psi, RT) with 5% Pd/C (20 mg of 50% w/w wet) at RT for 16 h. The reaction mixture was then filtered through celite. The celite was rinsed with DCM (2×2 mL). The DCM layer was concentrated by rotary evaporation to yield a light brown oil. The oil was dissolved in DC...